From a dataset of the Open Reaction Database (ORD), a public repository of structured organic reaction records. describe an organic reaction: reactants, conditions, products, and yield Reactants: CCOC(C)=O, O=S(=O)(c1ccc(C=Cc2ccc(F)cc2O)nc1)c1ccccc1F. Product: O=S(=O)(c1ccc(CCc2ccc(F)cc2O)nc1)c1ccccc1F. Reaction SMILES: [CH3:27][CH2:28][O:29][C:30](=[O:31])[CH3:32].[OH:1][c:2]1[c:3]([CH:9]=[CH:10][c:11]2[n:12][cH:13][c:14]([S:17](=[O:18])(=[O:19])[c:20]3[c:21]([F:26])[cH:22][cH:23][cH:24][cH:25]3)[cH:15][cH:16]2)[cH:4][cH:5][c:6]([F:8])[cH:7]1>>[OH:1][c:2]1[c:3]([CH2:9][CH2:10][c:11]2[n:12][cH:13][c:14]([S:17](=[O:18])(=[O:19])[c:20]3[c:21]([F:26])[cH:22][cH:23][cH:24][cH:25]3)[cH:15][cH:16]2)[cH:4][cH:5][c:6]([F:8])[cH:7]1. The reactants are N#N (N2), [NH4+].[Cl-] (NH4Cl), [Si](C)(C)(C(C)(C)C)OCC=1N=C(OC1)C=O (4-(((tert-butyldimethylsilyl)oxy)methyl)oxazole-2-carbaldehyde), C[Al](C)C (trimethylaluminium), solution. Run in C(Cl)Cl (CH2Cl2), C1(=CC=CC=C1)C (toluene). Run at temperature 0 celsius, time 45 minute. The product is [Si](C)(C)(C(C)(C)C)OCC=1N=C(OC1)C(C)O (1-(4-(((tert-Butyldimethylsilyl)oxy)methyl)oxazol-2-yl)ethanol). As a reaction SMILES: N#N.[Si:3]([O:10][CH2:11][C:12]1[N:13]=[C:14]([CH:17]=[O:18])[O:15][CH:16]=1)([C:6]([CH3:9])([CH3:8])[CH3:7])([CH3:5])[CH3:4].[CH3:19][Al](C)C.[NH4+].[Cl-]>C(Cl)Cl.C1(C)C=CC=CC=1>[Si:3]([O:10][CH2:11][C:12]1[N:13]=[C:14]([CH:17]([OH:18])[CH3:19])[O:15][CH:16]=1)([C:6]([CH3:9])([CH3:7])[CH3:8])([CH3:5])[CH3:4] |f:3.4|. Procedure details: In a flame dried round-bottomed flask equipped with a magnetic stir bar and under inert atmosphere (N2), a solution of 4-(((tert-butyldimethylsilyl)oxy)methyl)oxazole-2-carbaldehyde (268 mg, 1.11 mmol) in CH2Cl2 (9.2 mL) was treated dropwise at 0° C. with trimethylaluminium (1.11 mL of a 2.0 M solution in toluene, 2.22 mmol) and the resulting yellow solution was stirred for 45 min at 0° C. Sat. aq. NH4Cl was added to the reaction mixture which was extracted with CH2Cl2 (3×25 mL) and the combined... Starting materials: BrC=1C(=NOC1N)C (4-bromo-3-methyl5-amino-isoxazole), [H-].[Na+] (NaH), CC=1OC(=CC1S(=O)(=O)Cl)C (2,5-dimethyl-furan-3-sulfonylchloride). RXN SMILES: [Br:1][C:2]1[C:3]([CH3:8])=[N:4][O:5][C:6]=1[NH2:7].[H-].[Na+].[CH3:11][C:12]1[O:13][C:14]([CH3:21])=[CH:15][C:16]=1[S:17](Cl)(=[O:19])=[O:18]>C1COCC1>[Br:1][C:2]1[C:3]([CH3:8])=[N:4][O:5][C:6]=1[NH:7][S:17]([C:16]1[CH:15]=[C:14]([CH3:21])[O:13][C:12]=1[CH3:11])(=[O:19])=[O:18] |f:1.2|. Procedure details: N-(4-bromo-3-methyl-5-isoxazolyl)-2,5-dimethyl-furan-3-sulfonamide was prepared by the method of Example 41 with 4-bromo-3-methyl5-amino-isoxazole (2.0 mmoles, 0.35 g), NaH (5.0 mmoles, 200 mg), 2,5-dimethyl-furan-3-sulfonylchloride (2.4 mmoles, 0.47 g) and THF (9 ml). Flash chromatography (5% methanol/chloroform) followed by recrystallization from chloroform and hexanes provided 0.21 g (31%) of a light brown solid, m.p. 85.5°-87° C. The solvent is C1CCOC1 (THF). Yield: 31.0%. Product: BrC=1C(=NOC1NS(=O)(=O)C1=C(OC(=C1)C)C)C (N-(4-bromo-3-methyl-5-isoxazolyl)-2,5-dimethyl-furan-3-sulfonamide), light brown solid. Reactants: C1(=CC=CC=C1)C(C)O (rac.-1-phenylethanol), N1=CC=CC=C1 (pyridine), ClN1C(N(C(N(C1=O)Cl)=O)Cl)=O (trichloroisocyanuric acid). The reagents and catalysts are CC1(CCCC(N1[O])(C)C)C (TEMPO). Solvent: C(C)(=O)OCC (ethyl acetate), C(C)(=O)OCC (ethyl acetate). Conditions: temperature 0 celsius. Yields the product C(C)(=O)C1=CC=CC=C1 (acetophenone). Yield: 101.9%. Reaction SMILES: [C:1]1([CH:7]([OH:9])[CH3:8])[CH:6]=[CH:5][CH:4]=[CH:3][CH:2]=1.N1C=CC=CC=1.ClN1C(=O)N(Cl)C(=O)N(Cl)C1=O>C(OCC)(=O)C.CC1(C)N([O])C(C)(C)CCC1>[C:7]([C:1]1[CH:6]=[CH:5][CH:4]=[CH:3][CH:2]=1)(=[O:9])[CH3:8] |^1:37|. Reported procedure: 4.7 g (38.4 mmol) of rac.-1-phenylethanol and 3.18 g (40.2 mmol) of pyridine were dissolved in 60 ml of ethyl acetate under an inert gas in a 200 ml sulphonation flask. The mixture was cooled to 0° C. while stirring and treated with 60 mg (0.28 mmol) of TEMPO derivative E. Thereafter, a solution of 3.6 g (15.5 mmol) of trichloroisocyanuric acid in 38 ml of ethyl acetate was dosed in within 1 hour at a temperature of 0°-3° C. The reaction mixture was stirred at 0°-3° C. for a further 1 hour. Ther... The reactants are CS(=O)(=O)C1=C(C=C(C#N)C=C1)C(F)(F)F (4-methanesulfonyl-3-trifluoromethyl-benzonitrile). The reagents and catalysts are [Ni] (Ni). The solvent is N (NH3), CO (methanol). Yields the product CS(=O)(=O)C1=C(C=C(CN)C=C1)C(F)(F)F (4-Methanesulfonyl-3-trifluoromethyl-benzylamine). RXN SMILES: [CH3:1][S:2]([C:5]1[CH:12]=[CH:11][C:8]([C:9]#[N:10])=[CH:7][C:6]=1[C:13]([F:16])([F:15])[F:14])(=[O:4])=[O:3]>N.CO.[Ni]>[CH3:1][S:2]([C:5]1[CH:12]=[CH:11][C:8]([CH2:9][NH2:10])=[CH:7][C:6]=1[C:13]([F:14])([F:15])[F:16])(=[O:4])=[O:3]. Reported procedure: A mixture of 4-fluoro-3-trifluoromethylbenzonitrile (75 mg, 0.40 mmol), sodium sulfinate (44.5 mg, 0.44 mmol) in N,N-dimethylformamide (1.5 mL) was heated at 100° C. for 2 h. The reaction mixture was cooled to room temperature, quenched with water. The resulting white solid was collected via filtration, washed with cold water, dried in a vacuum oven to give 4-methanesulfonyl-3-trifluoromethyl-benzonitrile (90 mg, 90% yield). This benzonitrile was hydrogenated in 2N NH3 in methanol with 35 mg of ... The reactants are CC(=O)NCC1CN(c2ccc([Sn](C)(C)C)c(F)c2)C(=O)O1, OCC1COC(c2ccc(Br)cc2)=N1. Product: CC(=O)NCC1CN(c2ccc(-c3ccc(C4=NC(CO)CO4)cc3)c(F)c2)C(=O)O1. Reaction SMILES: [C:15]([CH3:16])(=[O:17])[NH:18][CH2:19][CH:20]1[CH2:21][N:22]([c:26]2[cH:27][c:28]([F:36])[c:29]([Sn:32]([CH3:33])([CH3:34])[CH3:35])[cH:30][cH:31]2)[C:23](=[O:25])[O:24]1.[OH:1][CH2:2][CH:3]1[N:4]=[C:5]([c:8]2[cH:9][cH:10][c:11]([Br:14])[cH:12][cH:13]2)[O:6][CH2:7]1>>[OH:1][CH2:2][CH:3]1[N:4]=[C:5]([c:8]2[cH:9][cH:10][c:11](-[c:29]3[c:28]([F:36])[cH:27][c:26]([N:22]4[CH2:21][CH:20]([CH2:19][NH:18][C:15]([CH3:16])=[O:17])[O:24][C:23]4=[O:25])[cH:31][cH:30]3)[cH:12][cH:13]2)[O:6][CH2:7]1. Starting materials: BrC=1C=2N(N=C(C1)Cl)C(=CN2)I (8-bromo-6-chloro-3-iodoimidazo[1,2-b]pyridazine), CC(CN)C (2-methylpropan-1-amine), O (Water). The solvent is CN(C=O)C (N,N-dimethylformamide). Run at time 8 hour. Product: ClC=1C=C(C=2N(N1)C(=CN2)I)NCC(C)C (6-chloro-3-iodo-N-(2-methylpropyl)imidazo[1,2-b]pyridazin-8-amine). The yield is 96.1%. Reaction SMILES: Br[C:2]1[C:3]2[N:4]([C:9]([I:12])=[CH:10][N:11]=2)[N:5]=[C:6]([Cl:8])[CH:7]=1.[CH3:13][CH:14]([CH3:17])[CH2:15][NH2:16].O>CN(C)C=O>[Cl:8][C:6]1[CH:7]=[C:2]([NH:16][CH2:15][CH:14]([CH3:17])[CH3:13])[C:3]2[N:4]([C:9]([I:12])=[CH:10][N:11]=2)[N:5]=1. Reported procedure: To a solution of 200 mg (0.558 mmol) 8-bromo-6-chloro-3-iodoimidazo[1,2-b]pyridazine which was prepared according to intermediate example 1c in 4 mL N,N-dimethylformamide were added 122 mg 2-methylpropan-1-amine and the mixture was stirred at rt overnight. Water was added and the mixture was extracted with dichloromethane and methanol. The organic phase was washed with water and dried over sodium sulfate. After filtration and removal of solvent the residue was purified by chromatography to give ...